Dataset: the Open Reaction Database (ORD), a public repository of structured organic reaction records. Task: describe an organic reaction: reactants, conditions, products, and yield Starting materials: [BH4-], CO, COc1cc(C(=O)N2CCC3(CC2)Oc2cc(Cl)ccc2-n2cccc23)ccc1CC=O, [Na+]. Yields the product COc1cc(C(=O)N2CCC3(CC2)Oc2cc(Cl)ccc2-n2cccc23)ccc1CCO. RXN SMILES: [BH4-:33].[CH3:35][OH:36].[Cl:1][c:2]1[cH:3][cH:4][c:5]2[c:6]([cH:32]1)[O:7][C:8]1([c:9]3[n:10]-2[cH:11][cH:12][cH:13]3)[CH2:14][CH2:15][N:16]([C:19](=[O:20])[c:21]2[cH:22][c:23]([O:30][CH3:31])[c:24]([CH2:27][CH:28]=[O:29])[cH:25][cH:26]2)[CH2:17][CH2:18]1.[Na+:34]>>[Cl:1][c:2]1[cH:3][cH:4][c:5]2[c:6]([cH:32]1)[O:7][C:8]1([c:9]3[n:10]-2[cH:11][cH:12][cH:13]3)[CH2:14][CH2:15][N:16]([C:19](=[O:20])[c:21]2[cH:22][c:23]([O:30][CH3:31])[c:24]([CH2:27][CH2:28][OH:29])[cH:25][cH:26]2)[CH2:17][CH2:18]1. The reactants are O=C1CCCCCC1, CC(=O)O, CO, NC1CC1, N#C[K]. Yields the product N#CC1(NC2CC2)CCCCCC1. Reaction SMILES: [C:1]1(=[O:8])[CH2:2][CH2:3][CH2:4][CH2:5][CH2:6][CH2:7]1.[CH3:16][C:17](=[O:18])[OH:19].[CH3:20][OH:21].[CH:12]1([NH2:15])[CH2:13][CH2:14]1.[K:9][C:10]#[N:11]>>[C:1]1([C:10]#[N:11])([NH:15][CH:12]2[CH2:13][CH2:14]2)[CH2:2][CH2:3][CH2:4][CH2:5][CH2:6][CH2:7]1.